The task is: describe an organic reaction: reactants, conditions, products, and yield. This data is from the Open Reaction Database (ORD), a public repository of structured organic reaction records. The reactants are ClC=1C(=NC2=CC=CC=C2N1)NCC(CCC1=CC=CC=C1)O (1-[(3-Chloroquinoxalin-2-yl)amino]-4-phenylbutan-2-ol), ClC=1C(=NC2=CC=CC=C2N1)NCC(CCC1=CC=CC=C1)O (1-[(3-Chloroquinoxalin-2-yl)amino]-4-phenylbutan-2-ol), CS(=O)C (DMSO), ClC=1C(=NC2=CC=CC=C2N1)NCC(CC(C)C)=O (1-[(3-Chloroquinoxalin-2-yl)amino]-4-methylpentan-2-one), N(C)(C)C (Me3N). The solvent is CCN(CC)CC (Et3N). Yields the product ClC=1C(=NC2=CC=CC=C2N1)NCC(CCC1=CC=CC=C1)=O (1-[(3-Chloroquinoxalin-2-yl)amino]-4-phenylbutan-2-one), solid. The yield is 96.0%. RXN SMILES: [Cl:1][C:2]1[C:3]([NH:12][CH2:13][CH:14]([OH:23])[CH2:15][CH2:16][C:17]2[CH:22]=[CH:21][CH:20]=[CH:19][CH:18]=2)=[N:4][C:5]2[C:10]([N:11]=1)=[CH:9][CH:8]=[CH:7][CH:6]=2.ClC1C(NCC(=O)CC(C)C)=NC2C(N=1)=CC=CC=2.CS(C)=O.N(C)(C)C>CCN(CC)CC>[Cl:1][C:2]1[C:3]([NH:12][CH2:13][C:14](=[O:23])[CH2:15][CH2:16][C:17]2[CH:22]=[CH:21][CH:20]=[CH:19][CH:18]=2)=[N:4][C:5]2[C:10]([N:11]=1)=[CH:9][CH:8]=[CH:7][CH:6]=2. Procedure: 3b is prepared from 2b according to the protocol described for 3a; 2b (4.7 g, 14.4 mmol), 14.4 ml DMSO, 14.4 ml Et3N, and Me3N.SO3 (4 g, 28.8 mmol). The product is purified by chromatography on a silica column, eluent: C6H12/Et2O (80:20) to give a yellow solid (4.51 g, 96%); 1H NMR (100 MHz, CDCl3) δ: 2.82-3.01 (m, 4H), 4.38 (d, J=5 Hz, 2H), 6.4 (m, 1H), 7.23-7.84 (m, 9H). Analysis calculated for C18H16N3OCl: C, 66.36; H, 4.95; N, 12.90. Experimental: C, 66.53; H, 5.23; N, 12.78. Starting materials: C1(CCCCC1)N1N=C(C=C1C1=CC=C(C=C1)OCC1=CC=CC=C1)/C=C/C(=O)O ((2E)-3-[1-cyclohexyl-5-(4-benzyloxyphenyl)-1H-pyrazol-3-yl]-2-propenoic acid), C(C1=CC=CC=C1)OC1=CC=C(C=C1)C1=C(C(=NN1C1CCCCC1)/C=C/C(=O)OC)Br (Methyl (2E)-3-{5-[4-(benzyloxy)phenyl]-4-bromo-1-cyclohexyl-1H-pyrazol-3-yl}-2-propenoate). Yields the product C(C1=CC=CC=C1)OC1=CC=C(C=C1)C1=C(C(=NN1C1CCCCC1)/C=C/C(=O)O)Br ((2E)-3-{5-[4-(benzyloxy)phenyl]-4-bromo-1-cyclohexyl-1H-pyrazol-3-yl}-2-propenoic acid). Isolated yield 98.4%. Reaction SMILES: C1(N2C(C3C=CC(OCC4C=CC=CC=4)=CC=3)=CC(/C=C/C(O)=O)=N2)CCCCC1.[CH2:31]([O:38][C:39]1[CH:44]=[CH:43][C:42]([C:45]2[N:49]([CH:50]3[CH2:55][CH2:54][CH2:53][CH2:52][CH2:51]3)[N:48]=[C:47](/[CH:56]=[CH:57]/[C:58]([O:60]C)=[O:59])[C:46]=2[Br:62])=[CH:41][CH:40]=1)[C:32]1[CH:37]=[CH:36][CH:35]=[CH:34][CH:33]=1>>[CH2:31]([O:38][C:39]1[CH:40]=[CH:41][C:42]([C:45]2[N:49]([CH:50]3[CH2:55][CH2:54][CH2:53][CH2:52][CH2:51]3)[N:48]=[C:47](/[CH:56]=[CH:57]/[C:58]([OH:60])=[O:59])[C:46]=2[Br:62])=[CH:43][CH:44]=1)[C:32]1[CH:33]=[CH:34][CH:35]=[CH:36][CH:37]=1. Reported procedure: Acid 8.5 was prepared from 8.4 according to the procedure described above for the preparation acid 2.4. Thus, 8.4 (47 mg, 0.095 mmol) was saponified to yield 45 mg (99%) of 8.5. HRMS (ESI) calc'd for C25H26BrN2O3 481.1127, found 481.1105 (MH+); 1H NMR (300 MHz, CDCl3) δ 7.78 (d, J=16.1,1H), 7.49–7.34 (m, 5H), 7.27 (d, J=8.8, 2H), 7.12 (d, J=8.8, 2H), 6.88 (d, J=16.1, 1H), 5.14 (s, 2H), 4.04–3.96 (m, 1H), 2.00–1.83 (m, 6H), 1.26–1.24 (m, 4H). Starting materials: C[C@@H]1C[C@H]2[C@@H]3CCC4=CC(=O)C=C[C@@]4([C@]3([C@H](C[C@@]2([C@]1(C(=O)CO)O)C)O)F)C (dexamethasone), [H][H] (hydrogen). The reagents and catalysts are C1=CC=C(C=C1)P(C2=CC=CC=C2)C3=CC=CC=C3.C1=CC=C(C=C1)P(C2=CC=CC=C2)C3=CC=CC=C3.C1=CC=C(C=C1)P(C2=CC=CC=C2)C3=CC=CC=C3.[Cl-].[Rh] (tris(triphenylphosphine)rhodium(I)chloride), catalyst. The solvent is CCOC(=O)C (EtOAc), C(C)O (ethanol), C(Cl)Cl (DCM). The product is F[C@]12[C@H](C[C@@]3([C@]([C@@H](C[C@H]3[C@@H]1CCC1=CC(CC[C@]21C)=O)C)(C(CO)=O)O)C)O ((8S,9R,10S,11S,13S,14S,16R,17R)-9-Fluoro-11,17-dihydroxy-17-(2-hydroxyacetyl)-10,13,16-trimethyl-6,7,8,9,10,11,12,13,14,15,16,17-dodecahydro-1H-cyclopenta[a]phenanthren-3(2H)-one). Isolated yield 95.5%. RXN SMILES: [CH3:1][C@H:2]1[C@:19]([OH:24])([C:20]([CH2:22][OH:23])=[O:21])[C@:18]2([CH3:25])[C@H:4]([C@H:5]3[C@:15]([F:27])([C@@H:16]([OH:26])[CH2:17]2)[C@:14]2([CH3:28])[C:8](=[CH:9][C:10]([CH:12]=[CH:13]2)=[O:11])[CH2:7][CH2:6]3)[CH2:3]1.[H][H]>CCOC(C)=O.C(O)C.C(Cl)Cl.C1C=CC(P(C2C=CC=CC=2)C2C=CC=CC=2)=CC=1.C1C=CC(P(C2C=CC=CC=2)C2C=CC=CC=2)=CC=1.C1C=CC(P(C2C=CC=CC=2)C2C=CC=CC=2)=CC=1.[Cl-].[Rh]>[F:27][C@@:15]12[C@:14]3([CH3:28])[C:8](=[CH:9][C:10](=[O:11])[CH2:12][CH2:13]3)[CH2:7][CH2:6][C@H:5]1[C@H:4]1[C@@:18]([CH3:25])([C@@:19]([OH:24])([C:20](=[O:21])[CH2:22][OH:23])[C@H:2]([CH3:1])[CH2:3]1)[CH2:17][C@@H:16]2[OH:26] |f:5.6.7.8.9|. Procedure details: In a 1000 mL round-bottomed flask was suspended dexamethasone (10 g, 25.48 mmol) in EtOAc (400 mL) and ethanol (100 mL) and tris(triphenylphosphine)rhodium(I)chloride (Wilkinson's catalyst, 2.5 g, 2.70 mmol) was added together with a magnetic stirrer bar. The mixture was vigorously stirred in a hydrogen atmosphere (1 atm) at room temperature for 1 week and another 1.0 g of the catalyst was added. The reaction was allowed to proceed for another week and the resulting mixture was concentrated in v... Reactants: C(C)(C)(C)C=1N=C(C2=C(N1)N(N=N2)CC)N2CC(CC2)(F)F (5-tert-Butyl-7-(3,3-difluoro-pyrrolidin-1-yl)-3-ethyl-3H-[1,2,3]triazolo[4,5-d]pyrimidine), C(C)(C)(C)C=1N=C(C2=C(N1)NN=N2)N2CC(CC2)(F)F (5-tert-butyl-7-(3,3-difluoropyrrolidin-1-yl)-3H-[1,2,3]triazolo [4,5-d]pyrimidine), BrCC1=C(C(=CC=C1)C(F)(F)F)Cl (1-(bromomethyl)-2-chloro-3-(trifluoromethyl)benzene). Product: C(C)(C)(C)C=1N=C(C2=C(N1)N(N=N2)CC2=C(C(=CC=C2)C(F)(F)F)Cl)N2CC(CC2)(F)F (5-tert-Butyl-3-(2-chloro-3-trifluoromethyl-benzyl)-7-(3,3-difluoro-pyrrolidin-1-yl)-3H-[1,2,3]triazolo[4,5-d]pyrimidine). RXN SMILES: [C:1]([C:5]1[N:6]=[C:7]([N:16]2[CH2:20][CH2:19][C:18]([F:22])([F:21])[CH2:17]2)[C:8]2[N:13]=[N:12][N:11]([CH2:14][CH3:15])[C:9]=2[N:10]=1)([CH3:4])([CH3:3])[CH3:2].C(C1N=C(N2CCC(F)(F)C2)C2N=NNC=2N=1)(C)(C)C.BrCC1[CH:50]=[CH:49][CH:48]=[C:47]([C:51]([F:54])([F:53])[F:52])[C:46]=1[Cl:55]>>[C:1]([C:5]1[N:6]=[C:7]([N:16]2[CH2:20][CH2:19][C:18]([F:21])([F:22])[CH2:17]2)[C:8]2[N:13]=[N:12][N:11]([CH2:14][C:15]3[CH:50]=[CH:49][CH:48]=[C:47]([C:51]([F:54])([F:53])[F:52])[C:46]=3[Cl:55])[C:9]=2[N:10]=1)([CH3:2])([CH3:3])[CH3:4]. Reported procedure: In analogy to the procedure described for the synthesis of 5-tert-butyl-7-(3,3-difluoropyrrolidin-1-yl)-3-ethyl-3H-[1,2,3]triazolo[4,5-d]pyrimidine (example 61), the title compound was prepared from 5-tert-butyl-7-(3,3-difluoropyrrolidin-1-yl)-3H-[1,2,3]triazolo [4,5-d]pyrimidine and 1-(bromomethyl)-2-chloro-3-(trifluoromethyl)benzene and isolated as light-yellow solid. MS (m/e): 475.2 (MH+). Reaction SMILES: [C:40]([O:41][CH3:42])([CH3:43])([CH3:44])[CH3:45].[CH2:33]1[O:34][CH2:35][CH2:36][CH2:37]1.[CH3:38][OH:39].[Cl:1][c:2]1[cH:3][cH:4][c:5](-[c:8]2[n:9][c:10]3[n:11]([c:12]([C:14]([F:15])([F:16])[F:17])[cH:13]2)[n:18][cH:19][c:20]3[C:21]#[C:22][Si:23]([CH3:24])([CH3:25])[CH3:26])[cH:6][cH:7]1.[K+:27].[K+:28].[O-:29][C:30]([O-:31])=[O:32].[OH2:46]>>[Cl:1][c:2]1[cH:3][cH:4][c:5](-[c:8]2[n:9][c:10]3[n:11]([c:12]([C:14]([F:15])([F:16])[F:17])[cH:13]2)[n:18][cH:19][c:20]3[C:21]#[CH:22])[cH:6][cH:7]1. The reactants are COC(C)(C)C, C1CCOC1, CO, C[Si](C)(C)C#Cc1cnn2c(C(F)(F)F)cc(-c3ccc(Cl)cc3)nc12, [K+], [K+], O=C([O-])[O-], O. Product: C#Cc1cnn2c(C(F)(F)F)cc(-c3ccc(Cl)cc3)nc12. The reactants are [Br-].C(C1=CC=CC=C1)[N+]1=CC=C(C=C1)C(=O)OCC (1-Benzyl-4-ethoxycarbonylpyridinium bromide), ClC(=O)OCC (ethyl chloroformate), [BH4-].[Na+] (sodium borohydride). The solvent is C(C)O (ethanol), O (water). Run at temperature 10 celsius, time 3 hour. The product is Cl.C(C1=CCNCC1)(=O)O (1,2,5,6-tetrahydroisonicotinic acid hydrochloride). Yield: 51.5%. RXN SMILES: [Br-].C([N+:9]1[CH:14]=[CH:13][C:12]([C:15]([O:17]CC)=[O:16])=[CH:11][CH:10]=1)C1C=CC=CC=1.[BH4-].[Na+].[Cl:22]C(OCC)=O>C(O)C.O>[ClH:22].[C:15]([OH:17])(=[O:16])[C:12]1[CH2:13][CH2:14][NH:9][CH2:10][CH:11]=1 |f:0.1,2.3,7.8|. Procedure: 1-Benzyl-4-ethoxycarbonylpyridinium bromide (580 g, 1.80 mol) is suspended in a mixture of ethanol (900 ml) and water (900 ml), and thereto is added sodium borohydride (74.9 g, 1.98 mol) in portions while the temperature of the reaction mixture is kept at a temperature below 10° C. The reaction mixture is stirred at 10° C. for three hours. The reaction mixture is concentrated under reduced pressure, and the residue is dissolved in chloroform. The mixture is washed with water, dried over sodium s...